From a dataset of the Open Reaction Database (ORD), a public repository of structured organic reaction records. describe an organic reaction: reactants, conditions, products, and yield Reactants: CO, C#CCN1C(=O)CCC1C(=O)OC, N, O. Product: C#CCN1C(=O)CCC1C(N)=O. As a reaction SMILES: [CH3:16][OH:17].[CH3:2][O:3][C:4](=[O:5])[CH:6]1[CH2:7][CH2:8][C:9](=[O:14])[N:10]1[CH2:11][C:12]#[CH:13].[NH3:15].[OH2:1]>>[O:3]=[C:4]([CH:6]1[CH2:7][CH2:8][C:9](=[O:14])[N:10]1[CH2:11][C:12]#[CH:13])[NH2:15]. The reactants are CI, CN(C)C=O, [Li+], [Li+], O=C([O-])[O-], O, CCCn1c(=O)c2c(nc(C=Cc3ccc(O)c(O)c3)n2C)n(CCC)c1=O. Product: CCCn1c(=O)c2c(nc(C=Cc3ccc(OC)c(O)c3)n2C)n(CCC)c1=O. Reaction SMILES: [CH3:29][I:30].[CH3:38][N:39]([CH3:40])[CH:41]=[O:42].[Li+:31].[Li+:32].[O-:33][C:34](=[O:35])[O-:36].[OH2:37].[OH:1][c:2]1[cH:3][c:4]([CH:5]=[CH:6][c:7]2[n:8][c:9]3[n:10]([CH2:22][CH2:23][CH3:24])[c:11](=[O:21])[n:12]([CH2:18][CH2:19][CH3:20])[c:13](=[O:17])[c:14]3[n:15]2[CH3:16])[cH:25][cH:26][c:27]1[OH:28]>>[OH:1][c:2]1[cH:3][c:4]([CH:5]=[CH:6][c:7]2[n:8][c:9]3[n:10]([CH2:22][CH2:23][CH3:24])[c:11](=[O:21])[n:12]([CH2:18][CH2:19][CH3:20])[c:13](=[O:17])[c:14]3[n:15]2[CH3:16])[cH:25][cH:26][c:27]1[O:28][CH3:34]. The reactants are BrC=1C=NC2=C3N=CC(=CC3=CC=C2C1)Br (3,8-dibromo-1,10-phenanthroline), COC=1C=NC2=C3N=CC(=CC3=CC=C2C1)OC (3,8-dimethoxy-1,10-phenanthroline). Product: OC=1C=NC2=C3N=CC(=CC3=CC=C2C1)O (3,8-dihydroxy-1,10-phenanthroline). Reaction SMILES: BrC1C=NC2C(C=1)=CC=C1C=2N=CC(Br)=C1.C[O:18][C:19]1[CH:20]=[N:21][C:22]2[C:31]([CH:32]=1)=[CH:30][CH:29]=[C:28]1[C:23]=2[N:24]=[CH:25][C:26]([O:33]C)=[CH:27]1>>[OH:33][C:26]1[CH:25]=[N:24][C:23]2[C:28]([CH:27]=1)=[CH:29][CH:30]=[C:31]1[C:22]=2[N:21]=[CH:20][C:19]([OH:18])=[CH:32]1. Reported procedure: 3,8-dihydroxy-1,10-phenanthroline hydrobromate was synthesized using 3,8-dibromo-1,10-phenanthroline obtained in Example 8 through 3,8-dimethoxy-1,10-phenanthroline according to the method described in Synlett., 2001, No. 10, 1629-1631.